This data is from the Open Reaction Database (ORD), a public repository of structured organic reaction records. The task is: describe an organic reaction: reactants, conditions, products, and yield Starting materials: BrBr (bromine), ClC1=C(C=CC(=C1)OC1=CC=C(C=C1)Cl)C(C)=O (1-[2-chloro-4-(4-chlorophenoxy)phenyl]ethanone), [OH-].[Na+] (NaOH). Solvent: C(C)(=O)O (acetic acid), CC(C)(C)OC (MTBE). Conditions: time 1 hour. Product: BrCC(=O)C1=C(C=C(C=C1)OC1=CC=C(C=C1)Cl)Cl (2-bromo-1-[2-chloro-4-(4-chlorophenoxy)phenyl]ethanone). Reaction SMILES: [Cl:1][C:2]1[CH:7]=[C:6]([O:8][C:9]2[CH:14]=[CH:13][C:12]([Cl:15])=[CH:11][CH:10]=2)[CH:5]=[CH:4][C:3]=1[C:16](=[O:18])[CH3:17].[Br:19]Br.[OH-].[Na+]>CC(OC)(C)C.C(O)(=O)C>[Br:19][CH2:17][C:16]([C:3]1[CH:4]=[CH:5][C:6]([O:8][C:9]2[CH:14]=[CH:13][C:12]([Cl:15])=[CH:11][CH:10]=2)=[CH:7][C:2]=1[Cl:1])=[O:18] |f:2.3|. Procedure details: 1-[2-chloro-4-(4-chlorophenoxy)phenyl]ethanone (1000 g) was dissolved in MTBE (5000 mL) and a solution of bromine (563 g) in glacial acetic acid (400 mL) was added dropwise at room temperature. After completion of the addition the mixture was stirred for 1 h at room temperature and the pH was adjusted to 7-8 by addition of 10% NaOH solution. The organic layer was separated, extracted twice with MTBE and the combined organic phases were washed with sat. NaHCO3 solution (1×) and brine (2×). The so... The reactants are CCOc1cc(C2COCCC2NC(=O)c2ccc(C(=O)N(C(C)C)C(C)C)cc2)ccc1OC, CC#N. The product is CCOc1cc2c(cc1OC)C(c1ccc(C(=O)N(C(C)C)C(C)C)cc1)=NC1CCOCC21. As a reaction SMILES: [CH2:1]([CH3:2])[O:3][c:4]1[cH:5][c:6]([CH:12]2[CH2:13][O:14][CH2:15][CH2:16][CH:17]2[NH:18][C:19]([c:20]2[cH:21][cH:22][c:23]([C:24](=[O:25])[N:26]([CH:27]([CH3:28])[CH3:29])[CH:30]([CH3:31])[CH3:32])[cH:33][cH:34]2)=[O:35])[cH:7][cH:8][c:9]1[O:10][CH3:11].[CH3:36][C:37]#[N:38]>>[CH2:1]([CH3:2])[O:3][c:4]1[cH:5][c:6]2[c:7]([cH:8][c:9]1[O:10][CH3:11])[C:19]([c:20]1[cH:21][cH:22][c:23]([C:24](=[O:25])[N:26]([CH:27]([CH3:28])[CH3:29])[CH:30]([CH3:31])[CH3:32])[cH:33][cH:34]1)=[N:18][CH:17]1[CH:12]2[CH2:13][O:14][CH2:15][CH2:16]1. Reactants: amides, [OH-].[K+] (potassium hydroxide), BrC=1C=C(C=CC1)C1(CCCCC1)C#N (1-(3-bromophenyl)cyclohexanecarbonitrile), [OH-].[K+] (KOH), nitriles, ice water. Solvent: C(C)(C)(C)O (tert-butyl alcohol), CC(C)(C)O (t-BuOH). Yields the product BrC=1C=C(C=CC1)C1(CCCCC1)C(=O)N (1-(3-bromophenyl)cyclohexanecarboxamide). RXN SMILES: [Br:1][C:2]1[CH:3]=[C:4]([C:8]2([C:14]#[N:15])[CH2:13][CH2:12][CH2:11][CH2:10][CH2:9]2)[CH:5]=[CH:6][CH:7]=1.[OH-:16].[K+]>C(O)(C)(C)C>[Br:1][C:2]1[CH:3]=[C:4]([C:8]2([C:14]([NH2:15])=[O:16])[CH2:13][CH2:12][CH2:11][CH2:10][CH2:9]2)[CH:5]=[CH:6][CH:7]=1 |f:1.2|. Procedure: With overhead stirrer, a mixture of crude product from step 1, above, (380 g, 1207 mmol), powdered KOH (720 g) and t-BuOH (2.5 L) was heated at reflux overnight. See Hall, J. H.; Gisler, M. A simple method for converting nitriles to amides. Hydrolysis with potassium hydroxide in tert-butyl alcohol. J. Org. Chem. 1976, 41, 3769–3770. If deemed complete by GC analysis, it was cooled with ice-water (cool slowly to avoid shock to the glass), quenched with ice-water (1500 mL). The quenched mixture wa...